From a dataset of the Open Reaction Database (ORD), a public repository of structured organic reaction records. describe an organic reaction: reactants, conditions, products, and yield Starting materials: CCCCBr, CN(C)C=O, [H-], O=C1NC(=O)C2(c3ccc([N+](=O)[O-])cc3)CC1C2, [Na+]. Product: CCCCN1C(=O)C2CC(c3ccc([N+](=O)[O-])cc3)(C2)C1=O. RXN SMILES: [CH2:21]([CH2:22][CH2:23][CH3:24])[Br:25].[CH3:26][N:27]([CH3:28])[CH:29]=[O:30].[H-:1].[N+:3](=[O:4])([O-:5])[c:6]1[cH:7][cH:8][c:9]([C:12]23[C:13](=[O:20])[NH:14][C:15](=[O:19])[CH:16]([CH2:17]2)[CH2:18]3)[cH:10][cH:11]1.[Na+:2]>>[N+:3](=[O:4])([O-:5])[c:6]1[cH:7][cH:8][c:9]([C:12]23[C:13](=[O:20])[N:14]([CH2:21][CH2:22][CH2:23][CH3:24])[C:15](=[O:19])[CH:16]([CH2:17]2)[CH2:18]3)[cH:10][cH:11]1. Reactants: CC(=O)[O-], CC(=O)[O-], CCOC(=O)c1cc(C(C)(C)C)n[nH]1, ClCCl, [Cu+2], Cc1ccc(B(O)O)cc1, c1ccncc1. Yields the product CCOC(=O)c1cc(C(C)(C)C)nn1-c1ccc(C)cc1. RXN SMILES: [C:34]([O-:35])(=[O:36])[CH3:37].[C:39]([O-:40])(=[O:41])[CH3:42].[CH2:1]([CH3:2])[O:3][C:4](=[O:5])[c:6]1[nH:7][n:8][c:9]([C:11]([CH3:12])([CH3:13])[CH3:14])[cH:10]1.[Cl:31][CH2:32][Cl:33].[Cu+2:38].[c:21]1([CH3:30])[cH:22][cH:23][c:24]([B:27]([OH:28])[OH:29])[cH:25][cH:26]1.[cH:15]1[cH:16][cH:17][n:18][cH:19][cH:20]1>>[CH2:1]([CH3:2])[O:3][C:4](=[O:5])[c:6]1[n:7](-[c:24]2[cH:23][cH:22][c:21]([CH3:30])[cH:26][cH:25]2)[n:8][c:9]([C:11]([CH3:12])([CH3:13])[CH3:14])[cH:10]1. The reactants are C(=O)([O-])[O-].[K+].[K+] (K2CO3), BrC1=CC=C(C=C1)/C=C(/C(=O)OC)\CNS(=O)(=O)C1=CC=C(C=C1)C (methyl (2E)-3-(4-bromophenyl)-2-({[(4-methylphenyl)sulfonyl]amino}methyl)-2-propenoate), C(C)(=O)OI(C1=CC=CC=C1)OC(C)=O (bis(acetyloxy)(phenyl)-λ3-iodane), II (iodine). The solvent is ClCCCl (1,2-dichloroethane), CCOC(=O)C (EtOAc). Conditions: temperature 120 celsius, time 6 hour. Yields the product BrC1=CC=C2C=C(C=NC2=C1)C(=O)OC (methyl 7-bromo-3-quinolinecarboxylate). Isolated yield 15.6%. As a reaction SMILES: [Br:1][C:2]1[CH:7]=[CH:6][C:5](/[CH:8]=[C:9](\[CH2:14][NH:15]S(C2C=CC(C)=CC=2)(=O)=O)/[C:10]([O:12][CH3:13])=[O:11])=[CH:4][CH:3]=1.C(OI(OC(=O)C)C1C=CC=CC=1)(=O)C.II.C([O-])([O-])=O.[K+].[K+]>ClCCCl.CCOC(C)=O>[Br:1][C:2]1[CH:7]=[C:6]2[C:5]([CH:8]=[C:9]([C:10]([O:12][CH3:13])=[O:11])[CH:14]=[N:15]2)=[CH:4][CH:3]=1 |f:3.4.5|. Reported procedure: A solution of 820 mg (1.93 mmol) of methyl (2E)-3-(4-bromophenyl)-2-({[(4-methylphenyl)sulfonyl]amino}methyl)-2-propenoate, 995 mg (3.09 mmol) of bis(acetyloxy)(phenyl)-λ3-iodane and 490 mg (1.93 mmol) of iodine in 35 mL of 1,2-dichloroethane were stirred at 70° C. for 30 min. The solvent was evaporated and the residue taken up in 25 mL DMF and 1.07 g (7.73 mmol) of K2CO3 was added. The mixture was stirred at 120° C. for 6 hr. EtOAc was added and the organics were washed with three portions of H... Starting materials: C(C)C=1SC(=C(N1)CC)C(=O)O (2,4-diethylthiazole-5-carboxylic acid), P(Cl)(Cl)(Cl)(Cl)Cl (phosphorus pentachloride). Product: C(C)C=1SC(=C(N1)CC)C(=O)Cl (2,4-diethylthiazole-5-carboxylic acid chloride). Reaction SMILES: [CH2:1]([C:3]1[S:4][C:5]([C:10]([OH:12])=O)=[C:6]([CH2:8][CH3:9])[N:7]=1)[CH3:2].P(Cl)(Cl)(Cl)(Cl)[Cl:14]>>[CH2:1]([C:3]1[S:4][C:5]([C:10]([Cl:14])=[O:12])=[C:6]([CH2:8][CH3:9])[N:7]=1)[CH3:2]. Reported procedure: In accordance with the method of Synthesis Example 2, 2,4-diethylthiazole-5-carboxylic acid and phosphorus pentachloride were reacted to give 2,4-diethylthiazole-5-carboxylic acid chloride quantitatively. The 2,4-diethylthiazole-5-carboxylic acid chloride was used in the following reaction without purification. Reactants: O (Water), C([O-])([O-])=O.[K+].[K+] (potassium carbonate), COCCl (chloromethyl methyl ether), OC1=C(C=C(C=C1)C(C)=O)C(F)(F)F (1-(4-hydroxy-3-trifluoromethylphenyl)ethanone). Solvent: CN(C=O)C (N,N-dimethylformamide). Run at time 1 hour. Yields the product COCOC1=C(C=C(C=C1)C(C)=O)C(F)(F)F (1-(4-methoxymethoxy-3-trifluoromethylphenyl)ethanone). Reaction SMILES: [OH:1][C:2]1[CH:7]=[CH:6][C:5]([C:8](=[O:10])[CH3:9])=[CH:4][C:3]=1[C:11]([F:14])([F:13])[F:12].C(=O)([O-])[O-].[K+].[K+].[CH3:21][O:22][CH2:23]Cl.O>CN(C)C=O>[CH3:21][O:22][CH2:23][O:1][C:2]1[CH:7]=[CH:6][C:5]([C:8](=[O:10])[CH3:9])=[CH:4][C:3]=1[C:11]([F:12])([F:13])[F:14] |f:1.2.3|. Procedure: 1-(4-hydroxy-3-trifluoromethylphenyl)ethanone (2.01 g) was dissolved in N,N-dimethylformamide (20 mL), and potassium carbonate (2.70 g) and chloromethyl methyl ether (1.10 mL) were added to the solution, and then the mixture was stirred at room temperature for 1 hour. Water was added to the reaction solution and the reaction mixture was extracted with ethyl acetate. The organic layer was washed with water and saturated brine, and then dried over anhydrous sodium sulfate. The solvent was distille... Reaction conditions: time 15 minute. Starting materials: BrBr (bromine), C1(CCCCCCCCCCC1)=O (cyclododecanone). Reported procedure: An amount of 183.8 gm (1.15 mol) of bromine was added dropwise with refluxing under a nitrogen atmosphere to a well agitated solution comprising 182.3 gm (1 mol) of cyclododecanone in 275 ml of methylene chloride over a period of six hours. Agitation was continued for 15 minutes and approximately one-half of the solvent was distilled off. The solution obtained by this method contained approximately 235 gm of α-bromocyclododecanone (90% yield) and was further reacted directly. As a reaction SMILES: [Br:1]Br.[C:3]1(=[O:15])[CH2:14][CH2:13][CH2:12][CH2:11][CH2:10][CH2:9][CH2:8][CH2:7][CH2:6][CH2:5][CH2:4]1>C(Cl)Cl>[CH2:9]1[CH2:10][CH2:11][CH2:12][CH2:13][CH:14]([Br:1])[C:3](=[O:15])[CH2:4][CH2:5][CH2:6][CH2:7][CH2:8]1. Product: C1CCCCCC(=O)C(CCCC1)Br (α-bromocyclododecanone). Yield: 90.0%. The solvent is C(Cl)Cl (methylene chloride).